Dataset: the Open Reaction Database (ORD), a public repository of structured organic reaction records. Task: describe an organic reaction: reactants, conditions, products, and yield Reactants: [H][H] (hydrogen), NCCCCCCCCCCCC(=O)NOCC1=CC=CC=C1 (12-amino-N-(benzyloxy)dodecanamide). The reagents and catalysts are [Pd] (Pd—C). The solvent is C(C)O (ethanol), C(C)O (ethanol). Reaction conditions: time 30 hour. The product is NCCCCCCCCCCCC(=O)NO (12-amino-N-hydroxy dodecanamide). Isolated yield 90.4%. RXN SMILES: [H][H].[NH2:3][CH2:4][CH2:5][CH2:6][CH2:7][CH2:8][CH2:9][CH2:10][CH2:11][CH2:12][CH2:13][CH2:14][C:15]([NH:17][O:18]CC1C=CC=CC=1)=[O:16]>[Pd].C(O)C>[NH2:3][CH2:4][CH2:5][CH2:6][CH2:7][CH2:8][CH2:9][CH2:10][CH2:11][CH2:12][CH2:13][CH2:14][C:15]([NH:17][OH:18])=[O:16]. Reported procedure: Hydrogenation is carried out with hydrogen in a Parr reactor. Pd—C 120 mg, 12-amino-N-(benzyloxy)dodecanamide (1.0 g, 2.4 mmol) and ethanol (40 mL) are put into the reactor. It is advisable to heat the product in the ethanol to 50° C. first in an Erlenmeyer flask. Hydrogenation lasts 30 hours, after which filtration is carried out on a porous septum with a layer of celite, washing the septum several times with ethanol. The solution is concentrated in the Rotovapor and in the high vacuum pump to ... Reactants: OC1(CC(C(CC1)C(=O)O)(C)C)C1=CC=C(C=N1)C1=NC(=CC(=C1)C)NC1=NC=CC(=C1)C(F)(F)F (4-hydroxy-2,2-dimethyl-4-(4-methyl-6-{[4-(trifluoromethyl)pyridin-2-yl]amino}-2,3′-bipyridin-6′-yl)cyclohexanecarboxylic acid), C(CCl)Cl (EDC), C=1C=CC2=C(C1)N=NN2O (HOBt), CCN(C(C)C)C(C)C (DIEA), [Cl-].[NH4+] (ammonium chloride). The solvent is CN(C)C=O (DMF), O (Water). Run at time 16 hour. The product is OC1(CC(C(CC1)C(=O)N)(C)C)C1=CC=C(C=N1)C1=NC(=CC(=C1)C)NC1=NC=CC(=C1)C(F)(F)F (4-hydroxy-2,2-dimethyl-4-(4-methyl-6-{[4-(trifluoromethyl)pyridin-2-yl]amino}-2,3′-bipyridin-6′-yl)cyclohexanecarboxamide). As a reaction SMILES: [OH:1][C:2]1([C:13]2[N:18]=[CH:17][C:16]([C:19]3[CH:24]=[C:23]([CH3:25])[CH:22]=[C:21]([NH:26][C:27]4[CH:32]=[C:31]([C:33]([F:36])([F:35])[F:34])[CH:30]=[CH:29][N:28]=4)[N:20]=3)=[CH:15][CH:14]=2)[CH2:7][CH2:6][CH:5]([C:8]([OH:10])=O)[C:4]([CH3:12])([CH3:11])[CH2:3]1.C(Cl)CCl.C1C=CC2N(O)N=[N:47]C=2C=1.CCN(C(C)C)C(C)C.[Cl-].[NH4+]>CN(C=O)C.O>[OH:1][C:2]1([C:13]2[N:18]=[CH:17][C:16]([C:19]3[CH:24]=[C:23]([CH3:25])[CH:22]=[C:21]([NH:26][C:27]4[CH:32]=[C:31]([C:33]([F:36])([F:35])[F:34])[CH:30]=[CH:29][N:28]=4)[N:20]=3)=[CH:15][CH:14]=2)[CH2:7][CH2:6][CH:5]([C:8]([NH2:47])=[O:10])[C:4]([CH3:12])([CH3:11])[CH2:3]1 |f:4.5|. Procedure: To a flask containing (1S,4S or 1R,4R)-4-hydroxy-2,2-dimethyl-4-(4-methyl-6-{[4-(trifluoromethyl)pyridin-2-yl]amino}-2,3′-bipyridin-6′-yl)cyclohexanecarboxylic acid (267 mg, 0.366 mmol), EDC (141 mg, 0.733 mmol), HOBt (112 mg, 0.733 mmol) and DIEA (0.320 mL, 1.832 mmol) in DMF (3.66 mL) was added ammonium chloride (59 mg, 1.099 mmol). The solution was stirred at room temperature for 16 hours. Water was added, and the mixture extracted with ethyl acetate (3×). The organic layers were combined, dr... The reactants are C(C1=CC=CC=C1)N(COC)C[Si](C)(C)C (N-benzyl-N-(methoxymethyl)-trimethylsilylmethylamine), FC(C(C(=O)O)=C)(F)F (2-(trifluoromethyl)acrylic acid), FC(C(=O)O)(F)F (trifluoroacetic acid). Run in C(Cl)Cl (methylene chloride), C(Cl)Cl (methylene chloride). Reaction conditions: time 2 hour. The product is C(C1=CC=CC=C1)N1CC(CC1)(C(=O)O)C(F)(F)F (1-benzyl-3-trifluoromethylpyrrolidine-3-carboxylic acid). Reaction SMILES: [F:1][C:2]([F:9])([F:8])[C:3](=[CH2:7])[C:4]([OH:6])=[O:5].[CH2:10]([N:17]([CH2:21][Si](C)(C)C)[CH2:18]OC)[C:11]1[CH:16]=[CH:15][CH:14]=[CH:13][CH:12]=1.FC(F)(F)C(O)=O>C(Cl)Cl>[CH2:10]([N:17]1[CH2:18][CH2:7][C:3]([C:2]([F:9])([F:8])[F:1])([C:4]([OH:6])=[O:5])[CH2:21]1)[C:11]1[CH:12]=[CH:13][CH:14]=[CH:15][CH:16]=1. Procedure details: A 2.48 g sample of 2-(trifluoromethyl)acrylic acid was dissolved in 40 mL of dry methylene chloride, and a solution of 4.75 g of N-benzyl-N-(methoxymethyl)-trimethylsilylmethylamine in 20 mL of dry methylene chloride was added dropwise under N2 at 0° C. To this mixture was added 2 mL of trifluoroacetic acid, and the mixture was stirred for 2 hours at room temperature. The product was removed by filtration, washed and dried to give the title product. Starting materials: ClCN1S(=O)(=O)C2=C(C=CC(=C2C1=O)OCC)O (2-chloromethyl-4-ethoxy-7-hydroxysaccharin), [Na].C1(=CC=CC=C1)N1N=NN=C1S (1-phenyltetrazol-5-thiol sodium salt). Solvent: C(C)O (ethanol). The product is C1(=CC=CC=C1)N1N=NN=C1SCN1S(=O)(=O)C2=C(C=CC(=C2C1=O)OCC)O (2-(1-phenyltetrazol-5-yl)thiomethyl-4-ethoxy-7-hydroxysaccharin). Yield: 88.0%. Reaction SMILES: Cl[CH2:2][N:3]1[C:13](=[O:14])[C:12]2[C:7](=[C:8]([OH:18])[CH:9]=[CH:10][C:11]=2[O:15][CH2:16][CH3:17])[S:4]1(=[O:6])=[O:5].[Na].[C:20]1([N:26]2[C:30]([SH:31])=[N:29][N:28]=[N:27]2)[CH:25]=[CH:24][CH:23]=[CH:22][CH:21]=1>C(O)C>[C:20]1([N:26]2[C:30]([S:31][CH2:2][N:3]3[C:13](=[O:14])[C:12]4[C:7](=[C:8]([OH:18])[CH:9]=[CH:10][C:11]=4[O:15][CH2:16][CH3:17])[S:4]3(=[O:6])=[O:5])=[N:29][N:28]=[N:27]2)[CH:21]=[CH:22][CH:23]=[CH:24][CH:25]=1 |f:1.2,^1:18|. Procedure: By the method of part F of Example 45 condensation of 2-chloromethyl-4-ethoxy-7-hydroxysaccharin (1.95 g) and 1-phenyltetrazol-5-thiol sodium salt (1.5 g, reaction time about 8 hours) and purification of part of the product (2.5 g., 88% yield) from ethanol gave 2-(1-phenyltetrazol-5-yl)thiomethyl-4-ethoxy-7-hydroxysaccharin, mp 178°-180° C. The reactants are [N+](=O)([O-])CC(=CC=O)C (4-nitro-3-methyl-2-butenal), C(CO)O (ethyleneglycol), O (water). The solvent is C1=CC=CC=C1 (benzene). Product: [N+](=O)([O-])CC(=CC1OCCO1)C (2-(3-Nitro-2-methyl-1-propenyl)-1,3-dioxolane). RXN SMILES: [N+:1]([CH2:4][C:5]([CH3:9])=[CH:6][CH:7]=[O:8])([O-:3])=[O:2].[CH2:10](O)[CH2:11][OH:12].O>C1C=CC=CC=1>[N+:1]([CH2:4][C:5]([CH3:9])=[CH:6][CH:7]1[O:12][CH2:11][CH2:10][O:8]1)([O-:3])=[O:2]. Procedure details: 0.1 Mol of 4-nitro-3-methyl-2-butenal and 0.1 Mol of ethyleneglycol is benzene were refluxed for 1 hour, collecting 0.1 Mol of water in a Dean Stark trap. After cooling the reaction mixture it was quenched in a solution of sat. Sodiumbicarbonate and extracted several times with benzene. The reaction product was purified by Kugelrohr distillation followed by chromotography over silica gel. The product was obtained as a yellow oil.